From a dataset of the Open Reaction Database (ORD), a public repository of structured organic reaction records. describe an organic reaction: reactants, conditions, products, and yield The reactants are CN(CCN1C(C=2C(=C3C(=CC2C1=O)NC(=N3)C=3C(NC=CC3NC(CC3=C(C(=CC(=C3F)F)F)F)C)=O)C)=O)C (6-(2-(dimethylamino)ethyl)-4-methyl-2-(2-oxo-4-(1-(2,3,5,6-tetrafluorophenyl)propan-2-ylamino)-1,2-dihydropyridin-3-yl)imidazo[4,5-f]isoindole-5,7(1H,6H)-dione). The reagents and catalysts are [Zn] (zinc). Solvent: C(C)(=O)O (acetic acid). Yields the product CN(CCN1C(C=2C(=C3C(=CC2C1)NC(=N3)C=3C(NC=CC3NC(CC3=C(C(=CC(=C3F)F)F)F)C)=O)C)=O)C (6-(2-(Dimethylamino)ethyl)-4-methyl-2-(2-oxo-4-(1-(2,3,5,6-tetrafluorophenyl)propan-2-ylamino)-1,2-dihydropyridin-3-yl)-6,7-dihydroimidazo[4,5-f]isoindol-5(1H)-one). Yield: 81.7%. RXN SMILES: [CH3:1][N:2]([CH3:41])[CH2:3][CH2:4][N:5]1[C:13](=O)[C:12]2[CH:11]=[C:10]3[NH:15][C:16]([C:18]4[C:19](=[O:38])[NH:20][CH:21]=[CH:22][C:23]=4[NH:24][CH:25]([CH3:37])[CH2:26][C:27]4[C:32]([F:33])=[C:31]([F:34])[CH:30]=[C:29]([F:35])[C:28]=4[F:36])=[N:17][C:9]3=[C:8]([CH3:39])[C:7]=2[C:6]1=[O:40]>[Zn].C(O)(=O)C>[CH3:41][N:2]([CH3:1])[CH2:3][CH2:4][N:5]1[CH2:13][C:12]2[CH:11]=[C:10]3[NH:15][C:16]([C:18]4[C:19](=[O:38])[NH:20][CH:21]=[CH:22][C:23]=4[NH:24][CH:25]([CH3:37])[CH2:26][C:27]4[C:32]([F:33])=[C:31]([F:34])[CH:30]=[C:29]([F:35])[C:28]=4[F:36])=[N:17][C:9]3=[C:8]([CH3:39])[C:7]=2[C:6]1=[O:40]. Procedure: A mixture of 6-(2-(dimethylamino)ethyl)-4-methyl-2-(2-oxo-4-(1-(2,3,5,6-tetrafluorophenyl)propan-2-ylamino)-1,2-dihydropyridin-3-yl)imidazo[4,5-f]isoindole-5,7(1H,6H)-dione (0.25 g, 0.44 mmol), zinc dust (0.29 g, 4.38 mmol), and 7.5 mL of acetic acid was heated at reflux for 13-14 h under an argon atmosphere. Product was separated by a silica gel column using methylene chloride and methanol (85:15 v/v) as eluent to afford 0.20 g of the designed compound as yellowish solid. 1H NMR (500 MHz, DMSO-...